This data is from the Open Reaction Database (ORD), a public repository of structured organic reaction records. The task is: describe an organic reaction: reactants, conditions, products, and yield Starting materials: ClC1=NC(=NC=2N1N=C(C2C2=CC=C(C=C2)Cl)C2=C(C=CC=C2)Cl)C (4-chloro-7-(2-chlorophenyl)-8-(4-chlorophenyl)-2-methylpyrazolo[1,5-a][1,3,5]triazine), O (water), C(CCC)N (butylamine), C(C)(C)N(CC)C(C)C (diisopropylethylamine). Run in CN(C)C=O (DMF), CN(C)C=O (DMF). Run at time 40 hour. Yields the product C(CCC)NC1=NC(=NC=2N1N=C(C2C2=CC=C(C=C2)Cl)C2=C(C=CC=C2)Cl)C (Butyl-[7-(2-chlorophenyl)-8-(4-chlorophenyl)-2-methylpyrazolo[1,5-a][1,3,5]triazin-4-yl]-amine). RXN SMILES: [CH2:1]([NH2:5])[CH2:2][CH2:3][CH3:4].C(N(C(C)C)CC)(C)C.Cl[C:16]1[N:21]2[N:22]=[C:23]([C:32]3[CH:37]=[CH:36][CH:35]=[CH:34][C:33]=3[Cl:38])[C:24]([C:25]3[CH:30]=[CH:29][C:28]([Cl:31])=[CH:27][CH:26]=3)=[C:20]2[N:19]=[C:18]([CH3:39])[N:17]=1.O>CN(C=O)C>[CH2:1]([NH:5][C:16]1[N:21]2[N:22]=[C:23]([C:32]3[CH:37]=[CH:36][CH:35]=[CH:34][C:33]=3[Cl:38])[C:24]([C:25]3[CH:30]=[CH:29][C:28]([Cl:31])=[CH:27][CH:26]=3)=[C:20]2[N:19]=[C:18]([CH3:39])[N:17]=1)[CH2:2][CH2:3][CH3:4]. Procedure: To a mixture of butylamine (0.17 ml, 0.15 mmol) and diisopropylethylamine (0.037 ml, 0.21 mmol) in DMF (0.75 ml) was added a solution of 4-chloro-7-(2-chlorophenyl)-8-(4-chlorophenyl)-2-methylpyrazolo[1,5-a][1,3,5]triazine (I-2A-1b; 54 mg, 0.14 mmol) in DMF (1.3 ml). After stirring for 40 hours, the reaction was treated with water, dropwise, until a precipitate formed. After several more hours of stirring, the resultant solid was collected by vacuum filtration, and then washed with water and a s... Reactants: CCOC1(OCC)CCC(CF)(c2ccc(OC)c(OC3CCCC3)c2)CC1, CCOC(C)=O, Cl. Yields the product COc1ccc(C2(CF)CCC(=O)CC2)cc1OC1CCCC1. Reaction SMILES: [CH2:1]([O:3][C:4]1([O:2][CH2:26][CH3:27])[CH2:5][CH2:6][C:7]([CH2:10][F:11])([c:12]2[cH:13][c:14]([O:20][CH:21]3[CH2:22][CH2:23][CH2:24][CH2:25]3)[c:15]([O:18][CH3:19])[cH:16][cH:17]2)[CH2:8][CH2:9]1)[CH3:28].[CH3:30][CH2:31][O:32][C:33](=[O:34])[CH3:35].[ClH:29]>>[O:3]=[C:4]1[CH2:5][CH2:6][C:7]([CH2:10][F:11])([c:12]2[cH:13][c:14]([O:20][CH:21]3[CH2:22][CH2:23][CH2:24][CH2:25]3)[c:15]([O:18][CH3:19])[cH:16][cH:17]2)[CH2:8][CH2:9]1. Starting materials: S1C(=NC2=C1C=CC=C2)S (Benzothiazole-2-thiol), BrCC1(S[C@H]2N(C1C(=O)OCC(Cl)(Cl)Cl)C(C2NC(CC2=CC=CC=C2)=O)=O)C (2,2,2-trichloroethyl 2-bromomethyl-2-methyl-6-(2-phenylacetamido)penam-3-carboxylate). The solvent is P(=O)([O-])([O-])[O-] (phosphate), O1CCOCC1 (dioxane). Conditions: time 7 hour. Yields the product S1C(=NC2=C1C=CC=C2)SCC2(S[C@H]1N(C2C(=O)OCC(Cl)(Cl)Cl)C(C1NC(CC1=CC=CC=C1)=O)=O)C (2,2,2-trichloroethyl 2-(benzothiazol-2-yl)thiomethyl-2-methyl-6-(2-phenylacetamido)penam-3-carboxylate). The yield is 24.0%. Reaction SMILES: [S:1]1[C:5]2[CH:6]=[CH:7][CH:8]=[CH:9][C:4]=2[N:3]=[C:2]1[SH:10].Br[CH2:12][C:13]1([CH3:39])[CH:17]([C:18]([O:20][CH2:21][C:22]([Cl:25])([Cl:24])[Cl:23])=[O:19])[N:16]2[C:26](=[O:38])[CH:27]([NH:28][C:29](=[O:37])[CH2:30][C:31]3[CH:36]=[CH:35][CH:34]=[CH:33][CH:32]=3)[C@H:15]2[S:14]1>P([O-])([O-])([O-])=O.O1CCOCC1>[S:1]1[C:5]2[CH:6]=[CH:7][CH:8]=[CH:9][C:4]=2[N:3]=[C:2]1[S:10][CH2:12][C:13]1([CH3:39])[CH:17]([C:18]([O:20][CH2:21][C:22]([Cl:23])([Cl:24])[Cl:25])=[O:19])[N:16]2[C:26](=[O:38])[CH:27]([NH:28][C:29](=[O:37])[CH2:30][C:31]3[CH:36]=[CH:35][CH:34]=[CH:33][CH:32]=3)[C@H:15]2[S:14]1. Reported procedure: Benzothiazole-2-thiol (0.20 g) was dissolved in a mixture of pH 6.7 phosphate buffer (15 ml) and dioxane (15 ml). To this solution was added 2,2,2-trichloroethyl 2-bromomethyl-2-methyl-6-(2-phenylacetamido)penam-3-carboxylate (0.54 g) and the mixture was stirred for 7 hours at room temperature. After the reaction was completed, dioxane was distilled off and the residue was extracted with ethyl acetate. The ethyl acetate layer was washed with a 2% potassium carbonate aqueous solution and then wit...